Dataset: the Open Reaction Database (ORD), a public repository of structured organic reaction records. Task: describe an organic reaction: reactants, conditions, products, and yield The reactants are [C-]#N, CO, [Cl-], [NH4+], [NH4+], [Na+], [OH-], O=C1CCC(CO)CC1. Product: N#CC1(N)CCC(CO)CC1. Reaction SMILES: [C-:14]#[N:15].[CH3:17][OH:18].[Cl-:12].[NH4+:13].[NH4+:2].[Na+:16].[OH-:1].[OH:3][CH2:4][CH:5]1[CH2:6][CH2:7][C:8](=[O:11])[CH2:9][CH2:10]1>>[NH2:2][C:8]1([C:14]#[N:13])[CH2:7][CH2:6][CH:5]([CH2:4][OH:3])[CH2:10][CH2:9]1. The reactants are [H-].[Na+] (NaH), BrCCC(=O)OC(C)(C)C (tert-butyl 3-bromopropanoate), O1CCN(CC1)C1=NC=2N(C(=C1)N)N=CC2C=2C=NC1=CC=CC=C1C2 (5-morpholino-3-(quinolin-3-yl)pyrazolo[1,5-a]pyrimidin-7-amine). Run in CN(C)C=O (DMF), [NH4+].[Cl-] (NH4Cl). Product: O1CCN(CC1)C1=NC=2N(C(=C1)NCCC(=O)OC(C)(C)C)N=CC2C=2C=NC1=CC=CC=C1C2 (tert-butyl 3-(5-morpholino-3-(quinolin-3-yl)pyrazolo[1,5-a]pyrimidin-7-ylamino)propanoate). Reaction SMILES: [H-].[Na+].Br[CH2:4][CH2:5][C:6]([O:8][C:9]([CH3:12])([CH3:11])[CH3:10])=[O:7].[O:13]1[CH2:18][CH2:17][N:16]([C:19]2[CH:24]=[C:23]([NH2:25])[N:22]3[N:26]=[CH:27][C:28]([C:29]4[CH:30]=[N:31][C:32]5[C:37]([CH:38]=4)=[CH:36][CH:35]=[CH:34][CH:33]=5)=[C:21]3[N:20]=2)[CH2:15][CH2:14]1>CN(C=O)C.[NH4+].[Cl-]>[O:13]1[CH2:14][CH2:15][N:16]([C:19]2[CH:24]=[C:23]([NH:25][CH2:4][CH2:5][C:6]([O:8][C:9]([CH3:12])([CH3:11])[CH3:10])=[O:7])[N:22]3[N:26]=[CH:27][C:28]([C:29]4[CH:30]=[N:31][C:32]5[C:37]([CH:38]=4)=[CH:36][CH:35]=[CH:34][CH:33]=5)=[C:21]3[N:20]=2)[CH2:17][CH2:18]1 |f:0.1,5.6|. Reported procedure: NaH (25.1 mg, 60%, 0.63 mmol) and then tert-butyl 3-bromopropanoate (69.7 uL, 0.42 mmoL) was added to 5-morpholino-3-(quinolin-3-yl)pyrazolo[1,5-a]pyrimidin-7-amine (72.3 mg, 0.21 mmoL) in DMF (3 mL). The mixture was stirred at room temperature until LCMS indicated complete conversion. The reaction mixture was diluted with Sat. NH4Cl and then extracted with ethyl acetate (×2). The combined organic layers were washed with brine and dried with Na2SO4. Evaporation of solvent afforded the crude tert... Reactants: CC1=C(C=CC(=C1)OCC1=CC=CC=C1)N1CCC=2C(NC=3C(=CC=CC3C21)OCC(F)(F)F)=O (1-(2-Methyl-4-benzyloxyphenyl)-4-oxo-6-β,β,β-trifluoroethoxy-2,3,4,5-tetrahydropyrrolo[3,2-c]quinoline), P(=O)(Cl)(Cl)Cl (phosphoryl chloride). Conditions: temperature 110 celsius, time 30 minute. Product: CC1=C(C=CC(=C1)OCC1=CC=CC=C1)N1CCC=2C(=NC=3C(=CC=CC3C21)OCC(F)(F)F)NCCO (1-(2-methyl-4-benzyloxyphenyl)-4-[(2-hydroxyethyl)amino]-6-β,β,β-trifluoroethoxy-2,3-dihydropyrrolo[3,2-c]quinoline). The yield is 116.0%. As a reaction SMILES: [CH3:1][C:2]1[CH:7]=[C:6]([O:8][CH2:9][C:10]2[CH:15]=[CH:14][CH:13]=[CH:12][CH:11]=2)[CH:5]=[CH:4][C:3]=1[N:16]1[C:28]2[C:27]3[CH:26]=[CH:25][CH:24]=[C:23]([O:29][CH2:30][C:31]([F:34])([F:33])[F:32])[C:22]=3[NH:21][C:20](=O)[C:19]=2[CH2:18][CH2:17]1.P(Cl)(Cl)(Cl)=O>>[CH3:1][C:2]1[CH:7]=[C:6]([O:8][CH2:9][C:10]2[CH:15]=[CH:14][CH:13]=[CH:12][CH:11]=2)[CH:5]=[CH:4][C:3]=1[N:16]1[C:28]2[C:27]3[CH:26]=[CH:25][CH:24]=[C:23]([O:29][CH2:30][C:31]([F:32])([F:33])[F:34])[C:22]=3[N:21]=[C:20]([NH:21][CH2:22][CH2:23][OH:29])[C:19]=2[CH2:18][CH2:17]1. Reported procedure: 1-(2-Methyl-4-benzyloxyphenyl)-4-oxo-6-β,β,β-trifluoroethoxy-2,3,4,5-tetrahydropyrrolo[3,2-c]quinoline(2.7 g, 5.6 mmol) was mixed with phosphoryl chloride(15 ml), and stirred at 110° C. for 30 minutes. After removing the excess phosphoryl chloride by distillation, the residue was dissolved in dichloromethane (50 ml), neutralized with aqueous solution of sodium bicarbonate, and stirred at room temperature for 30 minutes. The reaction mixture was extracted with dichloromethane, and the organic lay... Reactants: CC(=O)OC1OC(COC2CC2)C(OC(C)=O)C1OC(C)=O, Clc1ncnc2nc[nH]c12. Yields the product CC(=O)OC1C(COC2CC2)OC(n2cnc3c(Cl)ncnc32)C1OC(C)=O. Reaction SMILES: [C:11]([O:12][CH:15]1[CH:16]([O:17][C:18]([CH3:19])=[O:20])[CH:21]([O:22][C:23]([CH3:24])=[O:25])[CH:26]([CH2:28][O:29][CH:30]2[CH2:31][CH2:32]2)[O:27]1)(=[O:13])[CH3:14].[Cl:1][c:2]1[c:3]2[nH:4][cH:5][n:6][c:7]2[n:8][cH:9][n:10]1>>[Cl:1][c:2]1[c:3]2[n:4][cH:5][n:6]([CH:15]3[CH:16]([O:17][C:18]([CH3:19])=[O:20])[CH:21]([O:22][C:23]([CH3:24])=[O:25])[CH:26]([CH2:28][O:29][CH:30]4[CH2:31][CH2:32]4)[O:27]3)[c:7]2[n:8][cH:9][n:10]1.